From a dataset of the Open Reaction Database (ORD), a public repository of structured organic reaction records. describe an organic reaction: reactants, conditions, products, and yield The reactants are BrC1=CC(=C(C(=C1)[N+](=O)[O-])N)C (4-bromo-2-methyl-6-nitro-phenylamine), N(=O)[O-].[Na+] (sodium nitrite), ice water, OP=O (hypophosphorus acid). Reagents/catalysts: [Cu-]=O (copper (I) oxide). Run in S(O)(O)(=O)=O (sulfuric acid), O (water). Product: BrC1=CC(=CC(=C1)[N+](=O)[O-])C (1-bromo-3-methyl-5-nitrobenzene). The yield is 82.7%. Reaction SMILES: [Br:1][C:2]1[CH:7]=[C:6]([N+:8]([O-:10])=[O:9])[C:5](N)=[C:4]([CH3:12])[CH:3]=1.N([O-])=O.[Na+].OP=O>S(=O)(=O)(O)O.O.[Cu-]=O>[Br:1][C:2]1[CH:7]=[C:6]([N+:8]([O-:10])=[O:9])[CH:5]=[C:4]([CH3:12])[CH:3]=1 |f:1.2|. Procedure: A solution of 10 g of 4-bromo-2-methyl-6-nitro-phenylamine in 100 ml of concentrated sulfuric acid in an ice bath was treated dropwise with 3.58 g of sodium nitrite in 10 ml of water keeping the temperature below 10° C. The mixture was then treated simultaneously over 1 hr with 6.81 g of copper (I) oxide and 31.4 ml of hypophosphorus acid. Poured into ice water, extracted with ether, washed with water, dried over magnesium sulfate, and evaporated to dryness. The residue was purified by flash col... Reactants: OC1=C(C=C(C(=C1)C)C)NC(OC1=CC=CC=C1)=O (Phenyl N-[2-hydroxy-4,5-dimethylphenyl)carbamate), FC=1C=C(C=C(C1)F)N1CCNCC1 (1-(3,5-difluorophenyl)piperazine). The product is OC1=C(C=C(C(=C1)C)C)NC(=O)N1CCN(CC1)C1=CC(=CC(=C1)F)F (1-[(2-Hydroxy-4,5-dimethylphenyl)aminocarbonyl]-4-(3,5-difluorophenyl)piperazine). Isolated yield 80.0%. As a reaction SMILES: [OH:1][C:2]1[CH:7]=[C:6]([CH3:8])[C:5]([CH3:9])=[CH:4][C:3]=1[NH:10][C:11](=[O:19])OC1C=CC=CC=1.[F:20][C:21]1[CH:22]=[C:23]([N:28]2[CH2:33][CH2:32][NH:31][CH2:30][CH2:29]2)[CH:24]=[C:25]([F:27])[CH:26]=1>>[OH:1][C:2]1[CH:7]=[C:6]([CH3:8])[C:5]([CH3:9])=[CH:4][C:3]=1[NH:10][C:11]([N:31]1[CH2:30][CH2:29][N:28]([C:23]2[CH:22]=[C:21]([F:20])[CH:26]=[C:25]([F:27])[CH:24]=2)[CH2:33][CH2:32]1)=[O:19]. Reported procedure: Phenyl N-[2-hydroxy-4,5-dimethylphenyl)carbamate and 1-(3,5-difluorophenyl)piperazine were reacted by the same way with the example 228 to obtain the titled compound. Starting materials: FC1([C@H]2[C@@H](C3=C1N(N=C3C(F)(F)F)CC(=O)N[C@@H](CC3=CC(=CC(=C3)F)F)C3=NC(=NC=C3C=3C=CC=C1C(=NN(C31)C)NS(=O)(=O)C)SC)C2)F (2-((3bS,4aR)-5,5-difluoro-3-(trifluoromethyl)-3b,4,4a,5-tetrahydro-1H-cyclopropa[3,4]cyclopenta[1,2-c]pyrazol-1-yl)-N—((S)-2-(3,5-difluorophenyl)-1-(5-(1-methyl-3-(methylsulfonamido)-1H-indazol-7-yl)-2-(methylthio)pyrimidin-4-yl)ethyl)acetamide), C(C)(C)N(C(C)C)CC (N,N-diisopropylethylamine), Cl.CC1(CNC1)O (3-methylazetidin-3-ol hydrochloride), C1=CC(=CC(=C1)Cl)C(=O)OO (m-CPBA). Solvent: C(Cl)Cl (CH2Cl2). Conditions: time 20 minute. Yields the product FC1([C@H]2[C@@H](C3=C1N(N=C3C(F)(F)F)CC(=O)N[C@@H](CC3=CC(=CC(=C3)F)F)C3=NC(=NC=C3C=3C=CC=C1C(=NN(C31)C)NS(=O)(=O)C)N3CC(C3)(C)O)C2)F (2-((3bS,4aR)-5,5-difluoro-3-(trifluoromethyl)-3b,4,4a,5-tetrahydro-1H-cyclopropa[3,4]cyclopenta[1,2-c]pyrazol-1-yl)-N—((S)-2-(3,5-difluorophenyl)-1-(2-(3-hydroxy-3-methylazetidin-1-yl)-5-(1-methyl-3-(methylsulfonamido)-1H-indazol-7-yl)pyrimidin-4-yl)ethyl)acetamide). Reaction SMILES: [F:1][C:2]1([F:52])[C:6]2[N:7]([CH2:14][C:15]([NH:17][C@H:18]([C:28]3[C:33]([C:34]4[CH:35]=[CH:36][CH:37]=[C:38]5[C:42]=4[N:41]([CH3:43])[N:40]=[C:39]5[NH:44][S:45]([CH3:48])(=[O:47])=[O:46])=[CH:32][N:31]=[C:30](SC)[N:29]=3)[CH2:19][C:20]3[CH:25]=[C:24]([F:26])[CH:23]=[C:22]([F:27])[CH:21]=3)=[O:16])[N:8]=[C:9]([C:10]([F:13])([F:12])[F:11])[C:5]=2[C@H:4]2[CH2:51][C@@H:3]12.C1C=C(Cl)C=C(C(OO)=O)C=1.C(N(CC)C(C)C)(C)C.Cl.[CH3:74][C:75]1([OH:79])[CH2:78][NH:77][CH2:76]1>C(Cl)Cl>[F:1][C:2]1([F:52])[C:6]2[N:7]([CH2:14][C:15]([NH:17][C@H:18]([C:28]3[C:33]([C:34]4[CH:35]=[CH:36][CH:37]=[C:38]5[C:42]=4[N:41]([CH3:43])[N:40]=[C:39]5[NH:44][S:45]([CH3:48])(=[O:47])=[O:46])=[CH:32][N:31]=[C:30]([N:77]4[CH2:78][C:75]([OH:79])([CH3:74])[CH2:76]4)[N:29]=3)[CH2:19][C:20]3[CH:21]=[C:22]([F:27])[CH:23]=[C:24]([F:26])[CH:25]=3)=[O:16])[N:8]=[C:9]([C:10]([F:11])([F:13])[F:12])[C:5]=2[C@H:4]2[CH2:51][C@@H:3]12 |f:3.4|. Procedure: Compound 36B (30 mg, 0.039 mmol) was dissolved in 3 mL of CH2Cl2 and to it was added m-CPBA (17.5 mg, 77%, 0.078 mmol). The reaction mixture was allowed to stir at rt for 20 min. To the reaction mixture was added N,N-diisopropylethylamine (0.2 mL, 0.017 mmol) and 3-methylazetidin-3-ol hydrochloride (34 mg, 0.39 mmol). The reaction mixture was allowed to stir at room temperature for 30 min and then partitioned between EtOAc and brine. The organic layer was separated, washed with brine and dried o... The reactants are N1C=CC2=CC=CC=C12 (indole), C(=O)(OC(C)(C)C)N1C2=CC=C(C=C2C=2C=C3C(=C(C12)O)N(C=1C=CC(=CC13)Cl)C(=O)OC(C)(C)C)Cl (5,7-diBOC-2,10-dichloro-6-hydroxyindolo[2,3-b]carbazole), O[C@H]1CN(CC1)C(=O)OC(C)(C)C ((R)-tert-butyl 3-hydroxypyrrolidine-1-carboxylate). The product is ClC=1C=C2C=3C=C4C(=C(C3NC2=CC1)O[C@H]1CNCC1)NC=1C=CC(=CC14)Cl ((R)-2,10-dichloro-6-(pyrrolidin-3-yloxy)-5,7-dihydroindolo[2,3-b]carbazole). As a reaction SMILES: [NH:1]1[C:9]2[C:4](=CC=CC=2)[CH:3]=[CH:2]1.C([N:17]1[C:29]2[C:28]([OH:30])=[C:27]3[N:31](C(OC(C)(C)C)=O)[C:32]4[CH:33]=[CH:34][C:35]([Cl:38])=[CH:36][C:37]=4[C:26]3=[CH:25][C:24]=2[C:23]2[C:18]1=[CH:19][CH:20]=[C:21]([Cl:46])[CH:22]=2)(OC(C)(C)C)=O.O[C@@H]1CCN(C(OC(C)(C)C)=O)C1>>[Cl:38][C:35]1[CH:36]=[C:37]2[C:32](=[CH:33][CH:34]=1)[NH:31][C:27]1[C:28]([O:30][C@@H:3]3[CH2:4][CH2:9][NH:1][CH2:2]3)=[C:29]3[NH:17][C:18]4[CH:19]=[CH:20][C:21]([Cl:46])=[CH:22][C:23]=4[C:24]3=[CH:25][C:26]2=1. Procedure details: The title compound was prepared in a manner analogous to Example 28 except the starting indole is 5,7-diBOC-2,10-dichloro-6-hydroxyindolo[2,3-b]carbazole and the reagent is (R)-tert-butyl 3-hydroxypyrrolidine-1-carboxylate. 1H-NMR (400 MHz, CD3OD) δ ppm 8.51 (s, 1 H), 8.14-8.11 (m, 2H), 7.44 (dd, J=8.4, 0.6 Hz, 2 H), 7.31 (dd, J=8.4, 2.2 Hz, 2 H), 5.41 (t, J=4.6 Hz, 1 H), 3.91-3.72 (m, 2 H), 3.56-3.45 (m, 2 H), 2.48-2.40 (m, 1 H), 1.28-1.16 (m, 1 H); MS (ESI) m/z 408.2 (M−H)−; MS (ESI) m/z 410.1... Reactants: O=[N+]([O-])c1cc(Br)ccc1F, CCOc1cccc(B(O)O)c1, Cc1ccccc1, CCO, [Na+], [Na+], O=C([O-])[O-]. The product is CCOc1cccc(-c2ccc(F)c([N+](=O)[O-])c2)c1. Reaction SMILES: [Br:13][c:14]1[cH:15][cH:16][c:17]([F:23])[c:18]([N+:20](=[O:21])[O-:22])[cH:19]1.[CH2:1]([CH3:2])[O:3][c:4]1[cH:5][c:6]([B:10]([OH:11])[OH:12])[cH:7][cH:8][cH:9]1.[CH3:30][c:31]1[cH:32][cH:33][cH:34][cH:35][cH:36]1.[CH3:37][CH2:38][OH:39].[Na+:24].[Na+:25].[O-:26][C:27](=[O:28])[O-:29]>>[CH2:1]([CH3:2])[O:3][c:4]1[cH:5][c:6](-[c:14]2[cH:15][cH:16][c:17]([F:23])[c:18]([N+:20](=[O:21])[O-:22])[cH:19]2)[cH:7][cH:8][cH:9]1. Starting materials: CCC#CCC (hex-3-yne), [Cl-].[Li+] (lithium chloride), C(=O)([O-])[O-].[K+].[K+] (K2CO3), BrC=1C(=NC(=C(N1)C1=CC=C(C=C1)C)C1=CC=C(C=C1)C)N (3-bromo-5,6-di-p-tolylpyrazin-2-amine). Reagents/catalysts: C(C)(=O)[O-].[Pd+2].C(C)(=O)[O-] (palladium acetate). Solvent: CN(C)C=O (DMF), O (water). Run at temperature 120 celsius. Product: C(C)C1=C(C=2C(=NC(=C(N2)C2=CC=C(C=C2)C)C2=CC=C(C=C2)C)N1CCCCCCC(=O)O)CC (7-(6,7-Diethyl-2,3-di-p-tolyl-5H-pyrrolo[2,3-b]pyrazin-5-yl)heptanoic acid). Reaction SMILES: Br[C:2]1[C:3]([NH2:22])=[N:4][C:5]([C:15]2[CH:20]=[CH:19][C:18]([CH3:21])=[CH:17][CH:16]=2)=[C:6]([C:8]2[CH:13]=[CH:12][C:11]([CH3:14])=[CH:10][CH:9]=2)[N:7]=1.[CH3:23][CH2:24][C:25]#[C:26][CH2:27][CH3:28].[Cl-].[Li+].[C:31]([O-:34])([O-])=[O:32].[K+].[K+]>CN(C=O)C.O.C([O-])(=O)C.[Pd+2].C([O-])(=O)C>[CH2:24]([C:25]1[N:22]([CH2:16][CH2:15][CH2:5][CH2:6][CH2:8][CH2:9][C:31]([OH:34])=[O:32])[C:3]2=[N:4][C:5]([C:15]3[CH:20]=[CH:19][C:18]([CH3:21])=[CH:17][CH:16]=3)=[C:6]([C:8]3[CH:13]=[CH:12][C:11]([CH3:14])=[CH:10][CH:9]=3)[N:7]=[C:2]2[C:26]=1[CH2:27][CH3:28])[CH3:23] |f:2.3,4.5.6,9.10.11|. Procedure: A solution of 3-bromo-5,6-di-p-tolylpyrazin-2-amine (Ex 1, step 3) (20 mg, 0.056 mmol) in DMF (1 ml) bubbled with nitrogen was treated with hex-3-yne (0.013 ml, 0.113 mmol), palladium acetate (0.634 mg, 2.82 μmol), lithium chloride (2.393 mg, 0.056 mmol) and K2CO3 (39.0 mg, 0.282 mmol). The resulting mixture was heated at 120° C. for 30 min using microwave radiation. In parallel, a separate identical reaction mixture was prepared and heated thermally at 120° C. for 1 hour. After cooling to RT, t... Starting materials: O1CCN(CC1)CC(C#N)=C (α-Morpholinomethylacrylonitrile), Cl (hydrochloric acid), C1(=CC=CC=C1)NN (phenylhydrazine), [O-]CC.[Na+] (sodium ethoxide). Run in C(C)O (ethanol). Yields the product O1CCN(CC1)CC1C(NN(C1)C1=CC=CC=C1)=N (4-Morpholinomethyl-1-phenylpyrazolidin-3-imine). Reaction SMILES: [O:1]1[CH2:6][CH2:5][N:4]([CH2:7][C:8](=[CH2:11])[C:9]#[N:10])[CH2:3][CH2:2]1.[C:12]1([NH:18][NH2:19])[CH:17]=[CH:16][CH:15]=[CH:14][CH:13]=1.[O-]CC.[Na+].Cl>C(O)C>[O:1]1[CH2:6][CH2:5][N:4]([CH2:7][CH:8]2[CH2:11][N:18]([C:12]3[CH:17]=[CH:16][CH:15]=[CH:14][CH:13]=3)[NH:19][C:9]2=[NH:10])[CH2:3][CH2:2]1 |f:2.3|. Procedure details: α-Morpholinomethylacrylonitrile (54g) and phenylhydrazine (37g) were boiled under reflux with a solution of sodium ethoxide (7.5g sodium) in ethanol (250 ml) for two hours. A solid product was formed during the reaction. Dilute hydrochloric acid (160 ml 2N) was added and the solution was evaporated to dryness. The solid residue was extracted with dry ethanol and the product crystallised from the ethanol as colourless plates (melting point 204-5° C).